Task: describe an organic reaction: reactants, conditions, products, and yield. Dataset: the Open Reaction Database (ORD), a public repository of structured organic reaction records The reactants are ClC1=NC=C(C=C1)[N+](=O)[O-] (2-chloro-5-nitropyridine), C(C)S (ethyl mercaptan), [H-].[Na+] (sodium hydride). The solvent is O1CCCC1 (tetrahydrofuran). The product is C(C)SC1=NC=C(C=C1)[N+](=O)[O-] (2-Ethylthio-5-nitropyridine). Yield: 86.1%. As a reaction SMILES: Cl[C:2]1[CH:7]=[CH:6][C:5]([N+:8]([O-:10])=[O:9])=[CH:4][N:3]=1.[CH2:11]([SH:13])[CH3:12].[H-].[Na+]>O1CCCC1>[CH2:11]([S:13][C:2]1[CH:7]=[CH:6][C:5]([N+:8]([O-:10])=[O:9])=[CH:4][N:3]=1)[CH3:12] |f:2.3|. Procedure details: 2-Ethylthio-5-nitropyridine (5.0 g) is prepared in substantially the same manner as in the first paragraph of Reference Example 4, using 5.0 g of 2-chloro-5-nitropyridine, 2.0 g of ethyl mercaptan, 1.4 g of sodium hydride (about 60%, in oil), and 20 ml of dry tetrahydrofuran. Starting materials: C[C@H]1[C@@H]2[C@H](C[C@@H](O1)O[C@@H]3[C@@H](O[C@H](C[C@@H]3N(C)C)O[C@H]4C[C@@]([C@@H](C5=C4C(=C6C(=C5)C(=O)C7=C(C6=O)C(=CC=C7)O)O)C(=O)OC)(C)O)C)O[C@H]8CC(=O)[C@@H](O[C@H]8O2)C (auramycin B), C[C@H]1[C@@H]2[C@H](C[C@@H](O1)O[C@@H]3[C@@H](O[C@H](C[C@@H]3N(C)C)O[C@H]4C[C@@]([C@@H](C5=C4C(=C6C(=C5)C(=O)C7=C(C6=O)C(=CC=C7)O)O)C(=O)OC)(CC(=O)C)O)C)O[C@H]8CC(=O)[C@@H](O[C@H]8O2)C (sulfurmycin B). The product is CC1C(C(CC(O1)OC2CC(C(C3=C2C(=C4C(=C3)C(=O)C5=C(C4=O)C(=CC=C5)O)O)C(=O)OC)(C)O)N(C)C)O (auramycin D), C[C@H]1[C@H]([C@H](C[C@@H](O1)O[C@H]2C[C@@]([C@@H](C3=C2C(=C4C(=C3)C(=O)C5=C(C4=O)C(=CC=C5)O)O)C(=O)OC)(CC(=O)C)O)N(C)C)O (sulfurmycin D). Reaction SMILES: C[C@@H]1O[C@@H]([O:8][C@H:9]2[C@@H:14]([N:15]([CH3:17])[CH3:16])[CH2:13][C@H:12]([O:18][C@@H:19]3[C:24]4[C:25]([OH:40])=[C:26]5[C:33](=[O:34])[C:32]6[C:35]([OH:39])=[CH:36][CH:37]=[CH:38][C:31]=6[C:29](=[O:30])[C:27]5=[CH:28][C:23]=4[C@@H:22]([C:41]([O:43][CH3:44])=[O:42])[C@@:21]([OH:46])([CH3:45])[CH2:20]3)[O:11][C@H:10]2[CH3:47])C[C@@H]2O[C@@H]3[C@H](O[C@H]12)O[C@@H](C)C(=O)C3.C[C@@H]1O[C@@H]([O:65][C@H:66]2[C@@H:71]([N:72]([CH3:74])[CH3:73])[CH2:70][C@H:69]([O:75][C@@H:76]3[C:81]4[C:82]([OH:97])=[C:83]5[C:90](=[O:91])[C:89]6[C:92]([OH:96])=[CH:93][CH:94]=[CH:95][C:88]=6[C:86](=[O:87])[C:84]5=[CH:85][C:80]=4[C@@H:79]([C:98]([O:100][CH3:101])=[O:99])[C@@:78]([OH:106])([CH2:102][C:103]([CH3:105])=[O:104])[CH2:77]3)[O:68][C@H:67]2[CH3:107])C[C@@H]2O[C@@H]3[C@H](O[C@H]12)O[C@@H](C)C(=O)C3>>[CH3:47][CH:10]1[O:11][CH:12]([O:18][CH:19]2[C:24]3[C:25]([OH:40])=[C:26]4[C:33](=[O:34])[C:32]5[C:35]([OH:39])=[CH:36][CH:37]=[CH:38][C:31]=5[C:29](=[O:30])[C:27]4=[CH:28][C:23]=3[CH:22]([C:41]([O:43][CH3:44])=[O:42])[C:21]([OH:46])([CH3:45])[CH2:20]2)[CH2:13][CH:14]([N:15]([CH3:17])[CH3:16])[CH:9]1[OH:8].[CH3:107][C@@H:67]1[O:68][C@@H:69]([O:75][C@@H:76]2[C:81]3[C:82]([OH:97])=[C:83]4[C:90](=[O:91])[C:89]5[C:92]([OH:96])=[CH:93][CH:94]=[CH:95][C:88]=5[C:86](=[O:87])[C:84]4=[CH:85][C:80]=3[C@@H:79]([C:98]([O:100][CH3:101])=[O:99])[C@@:78]([OH:106])([CH2:102][C:103]([CH3:105])=[O:104])[CH2:77]2)[CH2:70][C@H:71]([N:72]([CH3:74])[CH3:73])[C@@H:66]1[OH:65]. Reported procedure: In a manner analogous to that described in Example 22, using a mixture of 200 mg of auramycin B and sulfurmycin B, there were obtained 25 mg of auramycin D and 35 mg of sulfurmycin D. The reactants are OC(COC1=CC=C(C=C1)CC(=O)[O-])CNC(C)C (4-[2-hydroxy-3-[(1-methylethyl)amino]-propoxy]phenylacetate), Cl (hydrochloric acid). Product: Cl.OC(COC1=CC=C(C=C1)CC(=O)O)CNC(C)C (4-[2-hydroxy-3-[(1-methylethyl)amino]-propoxy]phenylacetic acid hydrochloride). RXN SMILES: [OH:1][CH:2]([CH2:15][NH:16][CH:17]([CH3:19])[CH3:18])[CH2:3][O:4][C:5]1[CH:10]=[CH:9][C:8]([CH2:11][C:12]([O-:14])=[O:13])=[CH:7][CH:6]=1.[ClH:20]>>[ClH:20].[OH:1][CH:2]([CH2:15][NH:16][CH:17]([CH3:19])[CH3:18])[CH2:3][O:4][C:5]1[CH:6]=[CH:7][C:8]([CH2:11][C:12]([OH:14])=[O:13])=[CH:9][CH:10]=1 |f:2.3|. Procedure: 4-[2-hydroxy-3-[(1-methylethyl)amino]-propoxy]phenylacetate (563 mg, 2.00 mmol) in 6 M hydrochloric acid (15 ml) was heated at 100° C. for 4 h. The reaction mixture was concentrated (rotavapor) and the residue was taken up in water and lyophilised. 1H and 13C NMR spectra were in accordance with the structure and MALDI mass spectrometry gave a M+H at 268 as expected. Starting materials: Cn1nccc1S(=O)(=O)Cl, O=C1N(c2ccc(CC(F)(F)F)cc2)CCC12CCNCC2O. Yields the product Cn1nccc1S(=O)(=O)N1CCC2(CCN(c3ccc(CC(F)(F)F)cc3)C2=O)C(O)C1. RXN SMILES: [CH3:24][n:25]1[n:26][cH:27][cH:28][c:29]1[S:30](=[O:31])(=[O:32])[Cl:33].[OH:1][CH:2]1[C:3]2([CH2:4][CH2:5][N:6]([c:9]3[cH:10][cH:11][c:12]([CH2:15][C:16]([F:17])([F:18])[F:19])[cH:13][cH:14]3)[C:7]2=[O:8])[CH2:20][CH2:21][NH:22][CH2:23]1>>[OH:1][CH:2]1[C:3]2([CH2:4][CH2:5][N:6]([c:9]3[cH:10][cH:11][c:12]([CH2:15][C:16]([F:17])([F:18])[F:19])[cH:13][cH:14]3)[C:7]2=[O:8])[CH2:20][CH2:21][N:22]([S:30]([c:29]2[n:25]([CH3:24])[n:26][cH:27][cH:28]2)(=[O:31])=[O:32])[CH2:23]1. Reactants: C(C)(=O)O[C@@H]1CC2=CC([C@H]3[C@@H]4CCC([C@@]4(C)CC[C@@H]3[C@]2(CC1)C)=O)=O (3β-acetoxyandrost-5-en-7,17-dione), C(C)(=O)O[C@@H]1CC2=CC([C@H]3[C@@H]4CCC([C@@]4(C)CC[C@@H]3[C@]2(CC1)C)=O)=O (3β-acetoxyandrost-5-en-7,17-dione). Run in CCCCCC.CC(=O)C (hexane acetone). Yields the product C[C@]12CC[C@H]3[C@H]([C@@H]1CCC2=O)C(=O)C=C4[C@@]3(CC[C@@H](C4)O)C (7-oxo-DHEA). RXN SMILES: C([O:4][C@H:5]1[CH2:22][CH2:21][C@@:20]2([CH3:23])[C:7](=[CH:8][C:9](=[O:25])[C@@H:10]3[C@@H:19]2[CH2:18][CH2:17][C@@:15]2([CH3:16])[C@H:11]3[CH2:12][CH2:13][C:14]2=[O:24])[CH2:6]1)(=O)C>CCCCCC.CC(C)=O>[CH3:16][C@@:15]12[C:14](=[O:24])[CH2:13][CH2:12][C@H:11]1[C@@H:10]1[C:9]([CH:8]=[C:7]3[CH2:6][C@@H:5]([OH:4])[CH2:22][CH2:21][C@:20]3([CH3:23])[C@H:19]1[CH2:18][CH2:17]2)=[O:25] |f:1.2|. Procedure: The last remains of the product (3) from the mother liquor were obtained by column chromatography of the mother liquor (adsorbed on silica gel) on a small column of silica gel (80-200 mesh) utilizing hexane-acetone (85:15) as eluent. An additional 0.15 gm of 7-oxo-DHEA-Ac (3) was obtained. Total yield 1.75 gm, 56.5% (based on 90% conversion), melting point 185-186° C. The reactants are C([O-])(O)=O.[Na+] (sodium bicarbonate), COC1=C2CC(OCC2=C(C=C1)OC)CC (5,8-dimethoxy-3-ethyl-isochroman), CO (methanol), ClC=1C(C(=C(C(C1Cl)=O)C#N)C#N)=O (2,3-dichloro-5,6-dicyanobenzoquinone), C(C)(=O)N (acetamide), precipitate, [N+](=O)([O-])[O-].[NH4+].[Ce] (cerium ammonium nitrate), O=[N+]([O-])[O-].[O-][N+]([O-])=O.[O-][N+]([O-])=O.[O-][N+]([O-])=O.[O-][N+]([O-])=O.[O-][N+]([O-])=O.[Ce+4].[NH4+].[NH4+] (CAN). The solvent is O (water), ClCCl (dichloromethane), C(C)#N (acetonitrile), ClCCl (dichloromethane), CCCCC (pentane). Conditions: temperature 130 celsius, time 5 hour. The product is C(C)(=O)N[C@@H]1O[C@H](CC=2C(C=CC(C12)=O)=O)CC ((trans)-1-acetamido-5,8-dioxo-3-ethyl-5,8-dihydro-isochroman). The yield is 42.1%. RXN SMILES: C[O:2][C:3]1[CH:12]=[CH:11][C:10]([O:13]C)=[C:9]2[C:4]=1[CH2:5][CH:6]([CH2:15][CH3:16])[O:7][CH2:8]2.CO.ClC1C(=O)C(C#N)=[C:23]([C:28]#[N:29])C(=O)C=1Cl.C(N)(=[O:35])C.O=[N+]([O-])[O-].[O-][N+](=O)[O-].[O-][N+](=O)[O-].[O-][N+](=O)[O-].[O-][N+](=O)[O-].[O-][N+](=O)[O-].[Ce+4].[NH4+].[NH4+].C(=O)(O)[O-].[Na+].[N+]([O-])([O-])=O.[NH4+].[Ce]>ClCCl.C(#N)C.O.CCCCC>[C:28]([NH:29][C@H:8]1[C:9]2[C:10](=[O:13])[CH:11]=[CH:12][C:3](=[O:2])[C:4]=2[CH2:5][C@H:6]([CH2:15][CH3:16])[O:7]1)(=[O:35])[CH3:23] |f:4.5.6.7.8.9.10.11.12,13.14,15.16.17|. Procedure: To a solution of 5,8-dimethoxy-3-ethyl-isochroman (1.0 g; 4.5 mmol) in dichloromethane (30 ml) at room temperature were added methanol (211 μl 5.4 mmol), 4 Å molecular sieves (2 g) and 2,3-dichloro-5,6-dicyanobenzoquinone (1.21 g; 5.4 mmol). The resulting dark mixture was stirred for 5 hours and was then quenched with saturated NaHCO3 solution. It was extracted with dichloromethane and the combined organic layers were washed with bicarbonate, brine and then dried over Na2SO4 affording after evap... Starting materials: NN1C(=NC2=CC=CC=C2C1=O)C1=CC=CC=C1 (3-Amino-2-phenyl-4(3H)-quinazolinone), C12(CC3CC(CC(C1)C3)C2)CCC(=O)Cl (3-(1-Adamantyl)propanoyl chloride). Product: C12(CC3CC(CC(C1)C3)C2)CCC(=O)NN2C(=NC3=CC=CC=C3C2=O)C2=CC=CC=C2 (3-(1-adamantyl)-N-(4-oxo-2-phenylquinazolin-3(4H)-yl)propanamide). Reaction SMILES: [NH2:1][N:2]1[C:11](=[O:12])[C:10]2[C:5](=[CH:6][CH:7]=[CH:8][CH:9]=2)[N:4]=[C:3]1[C:13]1[CH:18]=[CH:17][CH:16]=[CH:15][CH:14]=1.[C:19]12([CH2:29][CH2:30][C:31](Cl)=[O:32])[CH2:28][CH:23]3[CH2:24][CH:25]([CH2:27][CH:21]([CH2:22]3)[CH2:20]1)[CH2:26]2>>[C:19]12([CH2:29][CH2:30][C:31]([NH:1][N:2]3[C:11](=[O:12])[C:10]4[C:5](=[CH:6][CH:7]=[CH:8][CH:9]=4)[N:4]=[C:3]3[C:13]3[CH:18]=[CH:17][CH:16]=[CH:15][CH:14]=3)=[O:32])[CH2:26][CH:25]3[CH2:24][CH:23]([CH2:22][CH:21]([CH2:27]3)[CH2:20]1)[CH2:28]2. Procedure: 3-Amino-2-phenyl-4(3H)-quinazolinone and the product of Example 13A were reacted as described in Example 5 to provide the title compound. 1H NMR (300 MHz, DMSO-d6) δ ppm 0.93-1.13 (m, 2H), 1.23-1.33 (m, 6H), 1.51-1.65 (m, 6H), 1.85-1.89 (m, 3H), 1.96-2.08 (m, 2H), 7.44-7.55 (m, 3H), 7.58-7.64 (m, 3H), 7.75 (d, J=7.8 Hz, 1H), 7.89-7.94 (m, 1H), 8.18 (dd, J=8.0, 1.2 Hz, 1H), 11.06 (s, 1H) ppm; MS (DCI/NH3) m/z 428 (M+H)+; Elemental Analysis: Calculated for C27H29N3O2: C, 75.85; H, 6.84; N, 9.83. F... Starting materials: C(C)OC(=O)C1=C(NC=C1)C (2-methyl-1H-pyrrole-3-carboxylic acid ethyl ester), C(C1=CC=CC=C1)Br (benzyl bromide), [H-].[Na+] (NaH). Run in CN(C)C=O (DMF). Run at temperature 0 celsius, time 1.5 hour. Yields the product C(C)OC(=O)C1=C(N(C=C1)CC1=CC=CC=C1)C (1-Benzyl-2-methyl-1H-pyrrole-3-carboxylic acid ethyl ester). The yield is 58.0%. Reaction SMILES: [CH2:1]([O:3][C:4]([C:6]1[CH:10]=[CH:9][NH:8][C:7]=1[CH3:11])=[O:5])[CH3:2].[CH2:12](Br)[C:13]1[CH:18]=[CH:17][CH:16]=[CH:15][CH:14]=1.[H-].[Na+]>CN(C=O)C>[CH2:1]([O:3][C:4]([C:6]1[CH:10]=[CH:9][N:8]([CH2:12][C:13]2[CH:18]=[CH:17][CH:16]=[CH:15][CH:14]=2)[C:7]=1[CH3:11])=[O:5])[CH3:2] |f:2.3|. Procedure: A mixture of 2-methyl-1H-pyrrole-3-carboxylic acid ethyl ester (6.05 g, 39.24 mmol), benzyl bromide (5.14 mL, 43.17 mmol) in DMF (50 mL) was cooled with an ice-water bath, then the solids of NaH (1.89 g, 47.09 mmol) were added in one portion, the mixture was stirred at 0° C. for 1.5 h, then quenched with saturated ammonium chloride aqueous solution, diluted with EtOAc, the organic phase was washed with water and saturated sodium chloride aqueous solution, respectively, dried over anhydrous sodiu... Starting materials: CO, CCCCCC(C)(O)C=CC1CCC(=O)C1CCCCCCC(=O)O. Yields the product CCCCCC(C)(O)C=CC1CCC(=O)C1CCCCCCC(=O)OC. As a reaction SMILES: [CH3:26][OH:27].[OH:1][C:2]([CH:3]=[CH:4][CH:5]1[CH:6]([CH2:11][CH2:12][CH2:13][CH2:14][CH2:15][CH2:16][C:17](=[O:18])[OH:19])[C:7](=[O:10])[CH2:8][CH2:9]1)([CH2:20][CH2:21][CH2:22][CH2:23][CH3:24])[CH3:25]>>[OH:1][C:2]([CH:3]=[CH:4][CH:5]1[CH:6]([CH2:11][CH2:12][CH2:13][CH2:14][CH2:15][CH2:16][C:17](=[O:18])[O:19][CH3:26])[C:7](=[O:10])[CH2:8][CH2:9]1)([CH2:20][CH2:21][CH2:22][CH2:23][CH3:24])[CH3:25]. The reactants are C(\C=C\C)=O.C(C)OC(\C=C\C)OCC ((2E)-1,1-diethoxybut-2-ene Crotonaldehyde), C(OCC)(OCC)OCC (triethyl orthoformate), [N+](=O)([O-])[O-].[NH4+] (ammonium nitrate). Solvent: CCO (EtOH), CCOC(=O)C (EtOAc). Reaction conditions: time 22 hour. Product: C(C)OC(C=CC)OCC (1,1-diethoxybut-2-ene). The yield is 88.7%. Reaction SMILES: C(=O)/C=C/C.[CH2:6]([O:8][CH:9]([O:13][CH2:14][CH3:15])/[CH:10]=[CH:11]/[CH3:12])[CH3:7].C(OCC)(OCC)OCC.[N+]([O-])([O-])=O.[NH4+]>CCO.CCOC(C)=O>[CH2:6]([O:8][CH:9]([O:13][CH2:14][CH3:15])[CH:10]=[CH:11][CH3:12])[CH3:7] |f:0.1,3.4|. Procedure: (2E)-1,1-diethoxybut-2-ene Crotonaldehyde (23.64 mL, 285.35 mmol), triethyl orthoformate (57.02 mL, 342.42 mmol) and ammonium nitrate (2.28 g, 28.54 mmol) were combined in 60 mL EtOH. After 22 h at ambient temperature, the reaction was diluted with EtOAc (60 mL) and washed with saturated sodium bicarbonate solution (40 mL). The aqueous layer was back extracted with EtOAc (20 mL). The combined organics were washed with brine (40 mL), dried over Na2SO4, filtered and concentrated in vacuo to give 3...